This data is from the Open Reaction Database (ORD), a public repository of structured organic reaction records. The task is: describe an organic reaction: reactants, conditions, products, and yield Starting materials: ClC1=C(CN2CC(OC(C2)C)CN2C(C=3C(C2=O)=CC=CC3)=O)C=CC=C1 (N-[[4-(2-chlorobenzyl)-6-methyl-2-morpholinyl]methyl]phthalimide), O.NN (hydrazine hydrate). Run in C(C)O (ethanol). Reaction conditions: time 15 minute. The product is C(C)(=O)NCC1CN(CC(O1)C)CC1=C(C=CC=C1)Cl (2-acetylaminomethyl-4-(2-chlorobenzyl)-6-methylmorpholine). Yield: 74.8%. RXN SMILES: [Cl:1][C:2]1[CH:27]=[CH:26][CH:25]=[CH:24][C:3]=1[CH2:4][N:5]1[CH2:10][CH:9]([CH3:11])[O:8][CH:7]([CH2:12][N:13]2C(=O)C3=CC=CC=[C:15]3[C:14]2=[O:23])[CH2:6]1.O.NN>C(O)C>[C:14]([NH:13][CH2:12][CH:7]1[O:8][CH:9]([CH3:11])[CH2:10][N:5]([CH2:4][C:3]2[CH:24]=[CH:25][CH:26]=[CH:27][C:2]=2[Cl:1])[CH2:6]1)(=[O:23])[CH3:15] |f:1.2|. Procedure details: A mixture of N-[[4-(2-chlorobenzyl)-6-methyl-2-morpholinyl]methyl]phthalimide (26 g), 100% hydrazine hydrate (4.2 g), and ethanol (20 ml) is refluxed with stirring for 15 minutes. After the insoluble materials are filtered off, the filtrate is diluted with water and extracted with chloroform. The organic layer is washed successively with water and saturated aqueous sodium chloride solution, dried over magnesium sulfate, and filtered. Acetic anhydride (14.7 g) is added to the filtrate, and the mi... Starting materials: CCOC(=O)c1nc2c(=O)[nH]c3cc(C(F)(F)F)ccc3n2c1CBr, Cc1ncc[nH]1, CC#N. Yields the product CCOC(=O)c1nc2c(=O)[nH]c3cc(C(F)(F)F)ccc3n2c1Cn1ccnc1C. Reaction SMILES: [Br:1][CH2:2][c:3]1[c:4]([C:21](=[O:22])[O:23][CH2:24][CH3:25])[n:5][c:6]2[n:7]1[c:8]1[cH:9][cH:10][c:11]([C:17]([F:18])([F:19])[F:20])[cH:12][c:13]1[nH:14][c:15]2=[O:16].[CH3:26][c:27]1[nH:28][cH:29][cH:30][n:31]1.[CH3:32][C:33]#[N:34]>>[CH2:2]([c:3]1[c:4]([C:21](=[O:22])[O:23][CH2:24][CH3:25])[n:5][c:6]2[n:7]1[c:8]1[cH:9][cH:10][c:11]([C:17]([F:18])([F:19])[F:20])[cH:12][c:13]1[nH:14][c:15]2=[O:16])[n:28]1[c:27]([CH3:26])[n:31][cH:30][cH:29]1. Starting materials: C(C)(=O)OCC.CCCCCCC (ethyl acetate heptane), ClC=1C=CC(=NC1)OC1=CC=C(C=C1)O (4-(5-chloro-pyridin-2-yloxy)-phenol), OCC1CCNCC1 (4-hydroxymethyl-piperidine), crude product. Product: ClC=1C=CC(=NC1)OC1=CC=C(C=C1)OC(=O)N1CCC(CC1)CO (4-Hydroxymethyl-piperidine-1-carboxylic acid 4-(5-chloro-pyridin-2-yloxy)-phenyl ester). RXN SMILES: [Cl:1][C:2]1[CH:3]=[CH:4][C:5]([O:8][C:9]2[CH:14]=[CH:13][C:12]([OH:15])=[CH:11][CH:10]=2)=[N:6][CH:7]=1.[OH:16][CH2:17][CH:18]1[CH2:23][CH2:22][NH:21][CH2:20][CH2:19]1.[C:24](OCC)(=[O:26])C.CCCCCCC>>[Cl:1][C:2]1[CH:3]=[CH:4][C:5]([O:8][C:9]2[CH:14]=[CH:13][C:12]([O:15][C:24]([N:21]3[CH2:22][CH2:23][CH:18]([CH2:17][OH:16])[CH2:19][CH2:20]3)=[O:26])=[CH:11][CH:10]=2)=[N:6][CH:7]=1 |f:2.3|. Reported procedure: The title product was prepared from 4-(5-chloro-pyridin-2-yloxy)-phenol and 4-hydroxymethyl-piperidine. The crude product was subjected to column chromatography (ethyl acetate/heptane, 1:1) (75%, colorless oil). HPLC-MS: m/z=363.1 (M+1); Rt: 3.58 min. Starting materials: O=[N+]([O-])c1ccc(F)cc1, [Na+], [O-]c1ccccc1. The product is O=[N+]([O-])c1ccc(Oc2ccccc2)cc1. RXN SMILES: [F:1][c:2]1[cH:3][cH:4][c:5]([N+:8](=[O:9])[O-:10])[cH:6][cH:7]1.[Na+:11].[O-:12][c:13]1[cH:14][cH:15][cH:16][cH:17][cH:18]1>>[c:2]1([O:12][c:13]2[cH:14][cH:15][cH:16][cH:17][cH:18]2)[cH:3][cH:4][c:5]([N+:8](=[O:9])[O-:10])[cH:6][cH:7]1. Starting materials: C(C)(C)(C)OC(NC=1OCC([C@@](N1)(C)C1=NC(=CC=C1F)NC(=O)C1=NC=C(C=C1Cl)C(F)(F)F)(F)F)=O (((R)-4-{6-[(3-chloro-5-trifluoromethyl-pyridine-2-carbonyl)-amino]-3-fluoro-pyridin-2-yl}-5,5-difluoro-4-methyl-5,6-dihydro-4H-[1,3]oxazin-2-yl)-carbamic acid tert-butyl ester), C(=O)(C(F)(F)F)O (TFA), C(=O)([O-])[O-].[Na+].[Na+] (Na2CO3). The solvent is C(Cl)Cl (DCM), C(Cl)Cl (DCM). Reaction conditions: time 1 hour. Product: NC=1OCC([C@@](N1)(C)C1=C(C=CC(=N1)NC(=O)C1=NC=C(C=C1Cl)C(F)(F)F)F)(F)F (3-Chloro-5-trifluoromethyl-pyridine-2-carboxylic acid [6-((R)-2-amino-5,5-difluoro-4-methyl-5,6-dihydro-4H-[1,3]oxazin-4-yl)-5-fluoro-pyridin-2-yl]-amide). RXN SMILES: C(OC(=O)[NH:7][C:8]1[O:9][CH2:10][C:11]([F:37])([F:36])[C@:12]([C:15]2[C:20]([F:21])=[CH:19][CH:18]=[C:17]([NH:22][C:23]([C:25]3[C:30]([Cl:31])=[CH:29][C:28]([C:32]([F:35])([F:34])[F:33])=[CH:27][N:26]=3)=[O:24])[N:16]=2)([CH3:14])[N:13]=1)(C)(C)C.C(O)(C(F)(F)F)=O.C([O-])([O-])=O.[Na+].[Na+]>C(Cl)Cl>[NH2:7][C:8]1[O:9][CH2:10][C:11]([F:37])([F:36])[C@:12]([C:15]2[N:16]=[C:17]([NH:22][C:23]([C:25]3[C:30]([Cl:31])=[CH:29][C:28]([C:32]([F:35])([F:33])[F:34])=[CH:27][N:26]=3)=[O:24])[CH:18]=[CH:19][C:20]=2[F:21])([CH3:14])[N:13]=1 |f:2.3.4|. Procedure details: To a solution of ((R)-4-{6-[(3-chloro-5-trifluoromethyl-pyridine-2-carbonyl)-amino]-3-fluoro-pyridin-2-yl}-5,5-difluoro-4-methyl-5,6-dihydro-4H-[1,3]oxazin-2-yl)-carbamic acid tert-butyl ester (180 mg, 0.317 mmol) in DCM (1.5 ml) was added TFA (0.5 ml) and the mixture was stirred at it for 1 h. The reaction mixture was poured on 10% aq. Na2CO3, more DCM was added and the layers were separated. The aq. phase was extracted with DCM (3×), the combined DCM phases were dried with K2CO3 and evaporated... Starting materials: [OH-].[Na+] (sodium hydroxide), CN1C(=CC2=CC=CC=C12)SCCCC(=O)OCC (ethyl 4-(1-methyl-2-indolylthio)butanoate). Run in C(C)O (ethanol). Yields the product CN1C(=CC2=CC=CC=C12)SCCCC(=O)O (4-(1-Methyl-2-Indolylthio)Butanoic Acid). RXN SMILES: [OH-].[Na+].[CH3:3][N:4]1[C:12]2[C:7](=[CH:8][CH:9]=[CH:10][CH:11]=2)[CH:6]=[C:5]1[S:13][CH2:14][CH2:15][CH2:16][C:17]([O:19]CC)=[O:18]>C(O)C>[CH3:3][N:4]1[C:12]2[C:7](=[CH:8][CH:9]=[CH:10][CH:11]=2)[CH:6]=[C:5]1[S:13][CH2:14][CH2:15][CH2:16][C:17]([OH:19])=[O:18] |f:0.1|. Procedure: 70 ml of normal sodium hydroxide are added to a solution of 18.30 g of ethyl 4-(1-methyl-2-indolylthio)butanoate, obtained in the preceding stage, in 250 ml of ethanol. After 1 hour of heating under reflux, the reaction medium is evaporated and the residue is taken up with water. The aqueous phase is washed with ethyl acetate and acidified with aqueous hydrochloric acid solution. The precipitate is drained, washed with water, dried and recrystallized in ethanol.